Dataset: the Open Reaction Database (ORD), a public repository of structured organic reaction records. Task: describe an organic reaction: reactants, conditions, products, and yield As a reaction SMILES: [NH2:1]/[C:2](/[C:9]([F:12])([F:11])[F:10])=[CH:3]\[C:4]([O:6]CC)=O.[H-].[Na+].[Cl:15][C:16]1[C:17]([N:27]=[C:28]=[O:29])=[C:18]([F:26])[S:19][C:20]=1[CH2:21][C:22]([O:24][CH3:25])=[O:23]>C1(C)C=CC=CC=1.CN(C)C=O>[Cl:15][C:16]1[C:17]([N:27]2[C:4](=[O:6])[CH:3]=[C:2]([C:9]([F:10])([F:11])[F:12])[NH:1][C:28]2=[O:29])=[C:18]([F:26])[S:19][C:20]=1[CH2:21][C:22]([O:24][CH3:25])=[O:23] |f:1.2|. Reported procedure: A solution of 4.75 g of ethyl 3-amino-4,4,4-trifluorocrotonate in 50 ml of anhydrous toluene was added dropwise to a solution prepared by suspending 1.14 g of sodium hydride (purity: 55%) in 110 ml of dimethylformamide. Said dropwise addition was conducted at 0° C. under stirring over a period of 15 minutes. The resulting mixture was further stirred at 0° C. for 15 minutes. Then the reaction mixture was cooled to -30° C., and a solution of 6.9 g of 4-chloro-2-fluoro-5-methoxycarbonylmethylthioph... Isolated yield 15.0%. Starting materials: ClC=1C(=C(SC1CC(=O)OC)F)N=C=O (4-chloro-2-fluoro-5-methoxycarbonylmethylthiophenyl isocyanate), [H-].[Na+] (sodium hydride), N\C(=C/C(=O)OCC)\C(F)(F)F (ethyl 3-amino-4,4,4-trifluorocrotonate). Reaction conditions: temperature -30 celsius, time 15 minute. The product is ClC=1C(=C(SC1CC(=O)OC)F)N1C(NC(=CC1=O)C(F)(F)F)=O (3-(4-chloro-2-fluoro-5-methoxycarbonylmethylthiophenyl)-6-trifluoromethyl-2,4(1H,3H)-pyrimidinedione). Solvent: C1(=CC=CC=C1)C (toluene), CN(C=O)C (dimethylformamide), C1(=CC=CC=C1)C (toluene).